From a dataset of the Open Reaction Database (ORD), a public repository of structured organic reaction records. describe an organic reaction: reactants, conditions, products, and yield Starting materials: CC1(C)Cc2c(Oc3ccc(S(C)(=O)=O)cc3)cc(C(=O)O)cc2O1, COC(=O)c1cc(Oc2ccc(S(C)(=O)=O)cc2Cl)c2c(c1)OC(C)(C)C2. Yields the product CC1(C)Cc2c(Oc3ccc(S(C)(=O)=O)cc3Cl)cc(C(=O)O)cc2O1. As a reaction SMILES: [CH3:1][S:2]([c:3]1[cH:4][cH:5][c:6]([O:7][c:8]2[c:9]3[c:15]([cH:16][c:17]([C:18]([OH:19])=[O:20])[cH:21]2)[O:14][C:11]([CH3:12])([CH3:13])[CH2:10]3)[cH:22][cH:23]1)(=[O:24])=[O:25].[CH3:26][O:27][C:28](=[O:29])[c:30]1[cH:31][c:32]2[c:33]([c:39]([O:41][c:42]3[c:43]([Cl:52])[cH:44][c:45]([S:48](=[O:49])(=[O:50])[CH3:51])[cH:46][cH:47]3)[cH:40]1)[CH2:34][C:35]([CH3:37])([CH3:38])[O:36]2>>[O:27]=[C:28]([OH:29])[c:30]1[cH:31][c:32]2[c:33]([c:39]([O:41][c:42]3[c:43]([Cl:52])[cH:44][c:45]([S:48](=[O:49])(=[O:50])[CH3:51])[cH:46][cH:47]3)[cH:40]1)[CH2:34][C:35]([CH3:37])([CH3:38])[O:36]2. Reactants: C(C)(=O)O (acetic acid), ClC=1C=C(C=NC1OC(C)C)O (5-chloro-6-isopropoxypyridin-3-ol), BrCC1=CC(=C(C(=O)NS(=O)(=O)N(C)C)C=C1F)F (4-(bromomethyl)-N-[(dimethylamino)sulfonyl]-2,5-difluorobenzamide), C([O-])([O-])=O.[K+].[K+] (potassium carbonate). Solvent: CS(=O)C (dimethyl sulfoxide), O (water). Yields the product ClC=1C=C(C=NC1OC(C)C)OCC1=CC(=C(C(=O)NS(=O)(=O)N(C)C)C=C1F)F (4-{[(5-Chloro-6-isopropoxypyridin-3-yl)oxy]methyl}-N-[(dimethylamino)sulfonyl]-2,5-difluorobenzamide). The yield is 30.0%. As a reaction SMILES: [Cl:1][C:2]1[CH:3]=[C:4]([OH:12])[CH:5]=[N:6][C:7]=1[O:8][CH:9]([CH3:11])[CH3:10].Br[CH2:14][C:15]1[C:29]([F:30])=[CH:28][C:18]([C:19]([NH:21][S:22]([N:25]([CH3:27])[CH3:26])(=[O:24])=[O:23])=[O:20])=[C:17]([F:31])[CH:16]=1.C(=O)([O-])[O-].[K+].[K+].C(O)(=O)C>CS(C)=O.O>[Cl:1][C:2]1[CH:3]=[C:4]([O:12][CH2:14][C:15]2[C:29]([F:30])=[CH:28][C:18]([C:19]([NH:21][S:22]([N:25]([CH3:27])[CH3:26])(=[O:24])=[O:23])=[O:20])=[C:17]([F:31])[CH:16]=2)[CH:5]=[N:6][C:7]=1[O:8][CH:9]([CH3:10])[CH3:11] |f:2.3.4|. Procedure: A solution of 5-chloro-6-isopropoxypyridin-3-ol (Preparation 6, 44 mg, 0.232 mmol), 4-(bromomethyl)-N-[(dimethylamino)sulfonyl]-2,5-difluorobenzamide (Preparation 1, 83 mg, 0.23 mmol) and potassium carbonate (64 mg, 0.47 mmol) in dimethyl sulfoxide (5 mL) was stirred at room temperature for 16 hours. The reaction mixture was diluted with water (20 mL) and acidified to ˜pH 4 using acetic acid (2 mL). The resulting precipitate was filtered, washed with water (20 mL) and dried to afford the title c... Reactants: ClC(Cl)Cl, O=C(OO)c1cccc(Cl)c1, Cc1cc(F)c(-n2nc(C(F)(F)F)nc2N)cc1C(SC(c1cc(-n2nc(C(F)(F)F)nc2N)c(F)cc1C)C(F)(F)F)C(F)(F)F. Yields the product Cc1cc(F)c(-n2nc(C(F)(F)F)nc2N)cc1C(S(=O)C(c1cc(-n2nc(C(F)(F)F)nc2N)c(F)cc1C)C(F)(F)F)C(F)(F)F. As a reaction SMILES: [CH:59]([Cl:60])([Cl:61])[Cl:62].[Cl:48][c:49]1[cH:50][cH:51][cH:52][c:53]([C:54]([O:55][OH:57])=[O:56])[cH:58]1.[NH2:1][c:2]1[n:3][c:4]([C:44]([F:45])([F:46])[F:47])[n:5][n:6]1-[c:7]1[c:8]([F:43])[cH:9][c:10]([CH3:42])[c:11]([CH:13]([C:14]([F:15])([F:16])[F:17])[S:18][CH:19]([C:20]([F:21])([F:22])[F:23])[c:24]2[c:25]([CH3:41])[cH:26][c:27]([F:40])[c:28](-[n:30]3[n:31][c:32]([C:36]([F:37])([F:38])[F:39])[n:33][c:34]3[NH2:35])[cH:29]2)[cH:12]1>>[NH2:1][c:2]1[n:3][c:4]([C:44]([F:45])([F:46])[F:47])[n:5][n:6]1-[c:7]1[c:8]([F:43])[cH:9][c:10]([CH3:42])[c:11]([CH:13]([C:14]([F:15])([F:16])[F:17])[S:18]([CH:19]([C:20]([F:21])([F:22])[F:23])[c:24]2[c:25]([CH3:41])[cH:26][c:27]([F:40])[c:28](-[n:30]3[n:31][c:32]([C:36]([F:37])([F:38])[F:39])[n:33][c:34]3[NH2:35])[cH:29]2)=[O:56])[cH:12]1. Reactants: C(C1=CC=CC=C1)(=O)NC(C(=O)O)C=1C=CC2=C(CCO2)C1 (α-benzamido(2,3-dihydro-5-benzofuranyl)acetic acid), [H][H] (hydrogen). Reagents/catalysts: [Pd] (palladium on carbon). The solvent is CO (methanol), O (water). The product is NC(C(=O)O)C=1C=CC2=C(CCO2)C1 (α-Amino(2,3-dihydro-5-benzofuranyl)acetic acid). Yield: 60.0%. As a reaction SMILES: C([NH:9][CH:10]([C:14]1[CH:15]=[CH:16][C:17]2[O:21][CH2:20][CH2:19][C:18]=2[CH:22]=1)[C:11]([OH:13])=[O:12])(=O)C1C=CC=CC=1.[H][H]>CO.O.[Pd]>[NH2:9][CH:10]([C:14]1[CH:15]=[CH:16][C:17]2[O:21][CH2:20][CH2:19][C:18]=2[CH:22]=1)[C:11]([OH:13])=[O:12]. Procedure details: The α-benzamido(2,3-dihydro-5-benzofuranyl)acetic acid (100 mg) is dissolved in 20 ml of methanol and 40 ml of water. Then 20 mg of a palladium on carbon catalyst is added and the mixture subjected to hydrogen pressure of 10 to 40 pounds/in2 for 4 hours. The mixture is filtered to remove the solid and the methanol is evaporated to give the title compound in about 60% yield. NMR(DMSO-D6)ppm(δ)7.95(s,1);6.7(m,3); 4.8(s,1);4.42(t,2);2.95(t,2). Product: CC(C=CC1=C(C)CCCC1(C)C)=CCC(C(C)=CCO)S(=O)(=O)c1ccc(C)cc1. Reactants: CC(C=CC1=C(C)CCCC1(C)C)=CCBr, CC(C)[N-]C(C)C, [Li+], C1CCOC1, O, CC(=CCO)CS(=O)(=O)c1ccc(C)cc1. Reaction SMILES: [Br:25][CH2:26][CH:27]=[C:28]([CH:29]=[CH:30][C:31]1=[C:32]([CH3:39])[CH2:33][CH2:34][CH2:35][C:36]1([CH3:37])[CH3:38])[CH3:40].[CH:1]([N-:2][CH:3]([CH3:4])[CH3:5])([CH3:6])[CH3:7].[Li+:8].[O:41]1[CH2:42][CH2:43][CH2:44][CH2:45]1.[OH2:46].[c:9]1([CH3:24])[cH:10][cH:11][c:12]([S:15](=[O:16])(=[O:17])[CH2:18][C:19](=[CH:20][CH2:21][OH:22])[CH3:23])[cH:13][cH:14]1>>[c:9]1([CH3:24])[cH:10][cH:11][c:12]([S:15](=[O:16])(=[O:17])[CH:18]([C:19](=[CH:20][CH2:21][OH:22])[CH3:23])[CH2:26][CH:27]=[C:28]([CH:29]=[CH:30][C:31]2=[C:32]([CH3:39])[CH2:33][CH2:34][CH2:35][C:36]2([CH3:37])[CH3:38])[CH3:40])[cH:13][cH:14]1. The reactants are C(C)OC(C(C1=CC=C(C=C1)OCCCOC1=C(C(=C(C=C1)C(C)=O)OC)CCC)=O)=O (4-[3-[4-acetyl-3-methoxy-2-propylphenoxy)propoxy]-alpha-oxobenzeneacetic acid ethyl ester), [OH-].[Na+] (sodium hydroxide). Solvent: CO (methanol). Conditions: time 4 hour. Product: C(C)(=O)C1=C(C(=C(OCCCOC2=CC=C(C=C2)C(C(=O)O)=O)C=C1)CCC)OC (4-[3-[4-acetyl-3-methoxy-2-propylphenoxy)propoxy]-alpha-oxobenzeneacetic acid). Isolated yield 34.7%. RXN SMILES: C([O:3][C:4](=[O:32])[C:5](=[O:31])[C:6]1[CH:11]=[CH:10][C:9]([O:12][CH2:13][CH2:14][CH2:15][O:16][C:17]2[CH:22]=[CH:21][C:20]([C:23](=[O:25])[CH3:24])=[C:19]([O:26][CH3:27])[C:18]=2[CH2:28][CH2:29][CH3:30])=[CH:8][CH:7]=1)C.[OH-].[Na+]>CO>[C:23]([C:20]1[CH:21]=[CH:22][C:17]([O:16][CH2:15][CH2:14][CH2:13][O:12][C:9]2[CH:10]=[CH:11][C:6]([C:5](=[O:31])[C:4]([OH:32])=[O:3])=[CH:7][CH:8]=2)=[C:18]([CH2:28][CH2:29][CH3:30])[C:19]=1[O:26][CH3:27])(=[O:25])[CH3:24] |f:1.2|. Procedure: As in example 10, a solution of 4-[3-[4-acetyl-3-methoxy-2-propylphenoxy)propoxy]-alpha-oxobenzeneacetic acid ethyl ester (0.4 g) in methanol (30 mL) was treated with 2N sodium hydroxide (0.25 mL) was stirred at room temperature for 4 hours. Most of the solvents were removed in vacuo, water was added, then the mixture was acidified with 3N hydrochloric acid and extracted with dichloromethane-tetrahydrofuran (1:1). The dried (MgSO4) extracts were evaporated and the crude oil was purified by flash...